Task: describe an organic reaction: reactants, conditions, products, and yield. Dataset: the Open Reaction Database (ORD), a public repository of structured organic reaction records Reactants: C(Cl)Cl (CH2Cl2), N#CBr (cyanogen bromide), CNC1=CC(=CC=C1)C (N-methyl-3-toluidine), C(C)OCC (diethylether), C(C)OCC (diethylether). Conditions: time 14 hour. Product: C(#N)N(C1=CC(=CC=C1)C)C (N-Cyano-N-methyl-3-toluidine). Yield: 70.0%. RXN SMILES: [N:1]#[C:2]Br.[CH3:4][NH:5][C:6]1[CH:11]=CC=[C:8]([CH3:12])[CH:7]=1.C(Cl)Cl.C(O[CH2:19][CH3:20])C>>[C:2]([N:5]([CH3:4])[C:6]1[CH:7]=[CH:8][CH:12]=[C:19]([CH3:20])[CH:11]=1)#[N:1]. Procedure: A solution of cyanogen bromide (1.59 g, 15 mmol) in diethylether (10 ml) was added dropwise to a stirred solution of N-methyl-3-toluidine (2.91 g, 24 mmol) in diethylether (90 ml) at 0° C. After the addition, the reaction mixture was stirred at room temperature for 14 h. A solution with white precipitates was formed and the precipitates were removed by filtration. The etherate solution was further washed with aqueous HCl (1N, 20 ml, three times) as well as brine (10 ml), dried over MgSO4, filter...